From a dataset of the Open Reaction Database (ORD), a public repository of structured organic reaction records. describe an organic reaction: reactants, conditions, products, and yield Starting materials: C1(=CC=CC=C1)C#CC1=CC=C(C(=O)OCC)C=C1 (ethyl 4-(phenylethynyl)benzoate), CO (MeOH), Cl (HCl), [Li+].[OH-] (LiOH). The solvent is C1CCOC1 (THF), O (water). Reaction conditions: time 4 hour. The product is C1(=CC=CC=C1)C#CC1=CC=C(C(=O)O)C=C1 (4-(phenylethynyl)benzoic acid). Reaction SMILES: [C:1]1([C:7]#[C:8][C:9]2[CH:19]=[CH:18][C:12]([C:13]([O:15]CC)=[O:14])=[CH:11][CH:10]=2)[CH:6]=[CH:5][CH:4]=[CH:3][CH:2]=1.CO.[Li+].[OH-].Cl>C1COCC1.O>[C:1]1([C:7]#[C:8][C:9]2[CH:10]=[CH:11][C:12]([C:13]([OH:15])=[O:14])=[CH:18][CH:19]=2)[CH:2]=[CH:3][CH:4]=[CH:5][CH:6]=1 |f:2.3|. Procedure: To a solution of ethyl 4-(phenylethynyl)benzoate (7.81 g, 31.2 mmol) in THF (80 mL) was added MeOH (15 mL) and a solution of LiOH (5.24 g, 124 mmol) in water (15 mL). The reaction was stirred at room temperature and for 4 h. The reaction was acidified with 1 N HCl (50 mL), and 4-(phenylethynyl)benzoic acid was isolated (5.78 g, 83%) as a white solid; 1H-nmr (400 MHz, CDCl3) δ 8.11 (d, J=8.0 Hz, 2H), 7.75-7.68 (m, 1H), 7.64 (d, J=8.0 Hz, 2H), 7.62-7.56 (m, 2H), 7.52-7.47 (m, 1H), 7.43-7.36 (m, 3H...